This data is from the Open Reaction Database (ORD), a public repository of structured organic reaction records. The task is: describe an organic reaction: reactants, conditions, products, and yield Starting materials: CSc1ncc(Cl)cn1, ClC(Cl)Cl, O=C(OO)c1cccc(Cl)c1. Yields the product CS(=O)c1ncc(Cl)cn1. As a reaction SMILES: [CH3:1][S:2][c:3]1[n:4][cH:5][c:6]([Cl:9])[cH:7][n:8]1.[CH:21]([Cl:22])([Cl:23])[Cl:24].[Cl:10][c:11]1[cH:12][cH:13][cH:14][c:15]([C:16]([O:17][OH:19])=[O:18])[cH:20]1>>[CH3:1][S:2]([c:3]1[n:4][cH:5][c:6]([Cl:9])[cH:7][n:8]1)=[O:18].